Dataset: the Open Reaction Database (ORD), a public repository of structured organic reaction records. Task: describe an organic reaction: reactants, conditions, products, and yield The reactants are O=C(O)c1ccc(CCCC2SCC(=O)N2CCC2=CCCCC2)cc1, Cl, [Na+], [OH-], O, O=C(O)C(F)(F)F. Yields the product O=C(O)c1ccc(CCCC2SCC(=O)N2CCC2(O)CCCCC2)cc1. Reaction SMILES: [C:1]1([CH2:7][CH2:8][N:9]2[CH:10]([CH2:15][CH2:16][CH2:17][c:18]3[cH:19][cH:20][c:21]([C:22](=[O:23])[OH:24])[cH:25][cH:26]3)[S:11][CH2:12][C:13]2=[O:14])=[CH:2][CH2:3][CH2:4][CH2:5][CH2:6]1.[ClH:29].[Na+:28].[OH-:27].[OH2:37].[OH:30][C:31]([C:32]([F:33])([F:34])[F:35])=[O:36]>>[C:1]1([CH2:7][CH2:8][N:9]2[CH:10]([CH2:15][CH2:16][CH2:17][c:18]3[cH:19][cH:20][c:21]([C:22](=[O:23])[OH:24])[cH:25][cH:26]3)[S:11][CH2:12][C:13]2=[O:14])([OH:27])[CH2:2][CH2:3][CH2:4][CH2:5][CH2:6]1.